This data is from the Open Reaction Database (ORD), a public repository of structured organic reaction records. The task is: describe an organic reaction: reactants, conditions, products, and yield The reactants are C(C)(C)(C)OC(NC1=CC=C(C=C1)S(=O)(=O)C)=O ((4-methanesulfonyl-phenyl)carbamic acid tert-butyl ester), [H-].[Na+] (sodium hydride), ClC1=C2C(=NC(=N1)Cl)N(N=C2)C (4,6-dichloro-1-methyl-1H-pyrazolo[3,4-d]pyrimidine). The solvent is C1CCOC1 (THF). Yields the product C(C)(C)(C)OC(N(C1=CC=C(C=C1)S(=O)(=O)C)C1=C2C(=NC(=N1)Cl)N(N=C2)C)=O ((6-chloro-1-methyl-1H-pyrazolo[3,4-d]pyrimidin-4-yl)-(4-methanesulfonyl-phenyl)carbamic acid tert-butyl ester). Reaction SMILES: [C:1]([O:5][C:6](=[O:18])[NH:7][C:8]1[CH:13]=[CH:12][C:11]([S:14]([CH3:17])(=[O:16])=[O:15])=[CH:10][CH:9]=1)([CH3:4])([CH3:3])[CH3:2].[H-].[Na+].Cl[C:22]1[N:27]=[C:26]([Cl:28])[N:25]=[C:24]2[N:29]([CH3:32])[N:30]=[CH:31][C:23]=12>C1COCC1>[C:1]([O:5][C:6](=[O:18])[N:7]([C:22]1[N:27]=[C:26]([Cl:28])[N:25]=[C:24]2[N:29]([CH3:32])[N:30]=[CH:31][C:23]=12)[C:8]1[CH:13]=[CH:12][C:11]([S:14]([CH3:17])(=[O:15])=[O:16])=[CH:10][CH:9]=1)([CH3:4])([CH3:3])[CH3:2] |f:1.2|. Procedure details: To (4-methanesulfonyl-phenyl)carbamic acid tert-butyl ester (280 mg) in dry THF (3 ml) was added sodium hydride (60% wt suspension in mineral oil, 1.4 equiv., 33.3 mg) at 0° C. After the effervescence ceased, added 4,6-dichloro-1-methyl-1H-pyrazolo[3,4-d]pyrimidine 5 (113 mg) and the reaction mixture was allowed to warm up to room temperature overnight. DCM/brine extraction gave crude (6-chloro-1-methyl-1H-pyrazolo[3,4-d]pyrimidin-4-yl)-(4-methanesulfonyl-phenyl)carbamic acid tert-butyl ester, w... The yield is 50.0%. As a reaction SMILES: [OH:1][C:2]1[CH:11]=[C:10]2[C:5]([C:6](=[O:23])[C:7]([CH3:22])=[C:8]([CH:12]3[CH2:17][CH2:16][N:15]([C:18](=[O:21])[CH2:19][CH3:20])[CH2:14][CH2:13]3)[O:9]2)=[CH:4][CH:3]=1.C1N2CN3CN(C2)CN1C3.[C:34](O)(=[O:36])C>>[OH:1][C:2]1[C:11]([CH:34]=[O:36])=[C:10]2[C:5]([C:6](=[O:23])[C:7]([CH3:22])=[C:8]([CH:12]3[CH2:17][CH2:16][N:15]([C:18](=[O:21])[CH2:19][CH3:20])[CH2:14][CH2:13]3)[O:9]2)=[CH:4][CH:3]=1. The product is OC1=CC=C2C(C(=C(OC2=C1C=O)C1CCN(CC1)C(CC)=O)C)=O (7-Hydroxy-3-methyl-4-oxo-2-(1-propanoylpiperidin-4-yl)-4H-chromene-8-carbaldehyde). Conditions: temperature 100 celsius, time 3 hour. Procedure: A solution of 7-hydroxy-3-methyl-2-(1-propanoylpiperidin-4-yl)-4H-chromen-4-one (1.07 g, 3.39 mmol) obtained in Example 31-2 and hexamethylenetetramine (3.33 g, 23.75 mmol) in acetic acid (20 mL) was heated with stirring at 100° C. for 3 hours. The reaction solution was concentrated under reduced pressure. Water (16 mL) and concentrated hydrochloric acid (8 mL) were added to the obtained residue, and the mixture was heated with stirring at a bath temperature of 80° C. for 1 hour. The reaction so... Reactants: OC1=CC=C2C(C(=C(OC2=C1)C1CCN(CC1)C(CC)=O)C)=O (7-hydroxy-3-methyl-2-(1-propanoylpiperidin-4-yl)-4H-chromen-4-one), C1N2CN3CN1CN(C2)C3 (hexamethylenetetramine), C(C)(=O)O (acetic acid). Reactants: C=CCOC1CC(NCC(O)C(N)Cc2cc(F)cc(F)c2)c2cc(OC)ccc21, ClCCCl, CCN(C(C)C)C(C)C, [Na+], O=C([O-])O, C=CCC(C(=O)O)N1CCCC1=O, CN(C)C=O, On1nnc2ccccc21. The product is C=CCOC1CC(NCC(O)C(Cc2cc(F)cc(F)c2)NC(=O)C(CC=C)N2CCCC2=O)c2cc(OC)ccc21. Reaction SMILES: [CH2:1]([CH:2]=[CH2:3])[O:4][CH:5]1[CH2:6][CH:7]([NH:16][CH2:17][CH:18]([CH:19]([CH2:20][c:21]2[cH:22][c:23]([F:28])[cH:24][c:25]([F:27])[cH:26]2)[NH2:29])[OH:30])[c:8]2[cH:9][c:10]([O:14][CH3:15])[cH:11][cH:12][c:13]21.[CH2:44]([Cl:45])[CH2:46][Cl:47].[CH:58]([N:59]([CH2:60][CH3:61])[CH:62]([CH3:63])[CH3:64])([CH3:65])[CH3:66].[Na+:71].[O-:67][C:68]([OH:69])=[O:70].[O:31]=[C:32]1[N:33]([CH:37]([C:38](=[O:39])[OH:40])[CH2:41][CH:42]=[CH2:43])[CH2:34][CH2:35][CH2:36]1.[O:72]=[CH:73][N:74]([CH3:75])[CH3:76].[OH:48][n:49]1[c:50]2[c:51]([cH:52][cH:53][cH:54][cH:55]2)[n:56][n:57]1>>[CH2:1]([CH:2]=[CH2:3])[O:4][CH:5]1[CH2:6][CH:7]([NH:16][CH2:17][CH:18]([CH:19]([CH2:20][c:21]2[cH:22][c:23]([F:28])[cH:24][c:25]([F:27])[cH:26]2)[NH:29][C:38]([CH:37]([N:33]2[C:32](=[O:31])[CH2:36][CH2:35][CH2:34]2)[CH2:41][CH:42]=[CH2:43])=[O:39])[OH:30])[c:8]2[cH:9][c:10]([O:14][CH3:15])[cH:11][cH:12][c:13]21. Starting materials: Br[Mg]c1ccccc1, C1CCOC1, CC(=O)CCN(C(=O)OC(C)(C)C)C(C)c1ccccc1. The product is CC(c1ccccc1)N(CCC(C)(O)c1ccccc1)C(=O)OC(C)(C)C. Reaction SMILES: [Br:1][Mg:2][c:3]1[cH:4][cH:5][cH:6][cH:7][cH:8]1.[CH2:30]1[O:31][CH2:32][CH2:33][CH2:34]1.[O:9]=[C:10]([CH2:11][CH2:12][N:13]([C:14]([O:15][C:16]([CH3:17])([CH3:18])[CH3:19])=[O:20])[CH:21]([CH3:22])[c:23]1[cH:24][cH:25][cH:26][cH:27][cH:28]1)[CH3:29]>>[c:3]1([C:10]([OH:9])([CH2:11][CH2:12][N:13]([C:14]([O:15][C:16]([CH3:17])([CH3:18])[CH3:19])=[O:20])[CH:21]([CH3:22])[c:23]2[cH:24][cH:25][cH:26][cH:27][cH:28]2)[CH3:29])[cH:4][cH:5][cH:6][cH:7][cH:8]1. Reactants: OCC=1C=C(C#N)C=CC1CN1C(CCCC1C1=NC=C(C=C1C)C)C1=NC=C(C=C1C)C (3-hydroxymethyl-4-(3,5,3″,5″-tetramethyl-3′,4′,5′,6′-tetrahydro-2′H-[2,2′;6′,2″]terpyridin-1′-ylmethyl)-benzonitrile). Solvent: CO (MeOH). Reaction conditions: time 2 hour. Product: [NH4+].[OH-] (NH4OH), NCC=1C=CC(=C(C1)CO)CN1C(CCCC1C1=NC=C(C=C1C)C)C1=NC=C(C=C1C)C ([5-aminomethyl-2-(3,5,3″,5″-tetramethyl-3′,4′,5′,6′-tetrahydro-2′H-[2,2′;6′,2″]terpyridin-1′-ylmethyl)-phenyl]-methanol). Yield: 196.0%. RXN SMILES: [OH:1][CH2:2][C:3]1[CH:4]=[C:5]([CH:8]=[CH:9][C:10]=1[CH2:11][N:12]1[CH:17]([C:18]2[C:23]([CH3:24])=[CH:22][C:21]([CH3:25])=[CH:20][N:19]=2)[CH2:16][CH2:15][CH2:14][CH:13]1[C:26]1[C:31]([CH3:32])=[CH:30][C:29]([CH3:33])=[CH:28][N:27]=1)[C:6]#[N:7]>CO>[NH4+:7].[OH-:1].[NH2:7][CH2:6][C:5]1[CH:8]=[CH:9][C:10]([CH2:11][N:12]2[CH:13]([C:26]3[C:31]([CH3:32])=[CH:30][C:29]([CH3:33])=[CH:28][N:27]=3)[CH2:14][CH2:15][CH2:16][CH:17]2[C:18]2[C:23]([CH3:24])=[CH:22][C:21]([CH3:25])=[CH:20][N:19]=2)=[C:3]([CH2:2][OH:1])[CH:4]=1 |f:2.3|. Procedure: To a solution of 3-hydroxymethyl-4-(3,5,3″,5″-tetramethyl-3′,4′,5′,6′-tetrahydro-2′H-[2,2′;6′,2″]terpyridin-1′-ylmethyl)-benzonitrile (0.060 g, 0.14 mmol) dissolved in MeOH (7 mL) ammonia gas was bubbled for 10 minutes. A pre-washed mixture of Raney Nickel (˜0.5 gram) was added to the nitrile and the mixture was shaken on the hydrogenator at 40 psi for 2 hours. The mixture was filtered through a sintered glass funnel containing a celite plug and the filtrated was concentrated in vacuo to give a ... Reactants: FC1=CC=C(C=C1)O (4-fluorophenol), ClCCCC#C (5-chloro-1-pentyne), [H-].[Na+] (sodium hydride), [H][H] (hydrogen). Run in CS(=O)C (dimethyl sulfoxide), O (water). Run at temperature 65 celsius. The product is FC1=CC=C(C=C1)OCCCC#C (1-Fluoro-4-(4-pentynyloxy) benzene). The yield is 99.6%. Reaction SMILES: [H-].[Na+].[F:3][C:4]1[CH:9]=[CH:8][C:7]([OH:10])=[CH:6][CH:5]=1.[H][H].Cl[CH2:14][CH2:15][CH2:16][C:17]#[CH:18]>CS(C)=O.O>[F:3][C:4]1[CH:9]=[CH:8][C:7]([O:10][CH2:18][CH2:17][CH2:16][C:15]#[CH:14])=[CH:6][CH:5]=1 |f:0.1|. Procedure details: To a suspension of 960 mg (40 mmol) of sodium hydride in 50 mL of dimethyl sulfoxide is added 4.48 g (40 mmol) of 4-fluorophenol. The mixture is stirred until hydrogen evolution has ceased and then 4.10 g (40 mmol, 4.24 mL) of 5-chloro-1-pentyne is added. The mixture is heated to 65° C. for 1 hour, is diluted with water and is extracted with hexane. The hexane extract is washed with 2.5M aqueous sodium hydroxide and saturated brine and is dried over magnesium sulfate. The dried solution is filte... Starting materials: Fc1ccc(Sc2cc(Cl)nc3ccccc23)cc1, Cl, O=C(O)C(F)(F)F, O. The product is O=c1cc(Sc2ccc(F)cc2)c2ccccc2[nH]1. As a reaction SMILES: [Cl:1][c:2]1[n:3][c:4]2[cH:5][cH:6][cH:7][cH:8][c:9]2[c:10]([S:12][c:13]2[cH:14][cH:15][c:16]([F:19])[cH:17][cH:18]2)[cH:11]1.[ClH:28].[F:21][C:22]([F:23])([F:24])[C:25]([OH:26])=[O:27].[OH2:20]>>[c:2]1(=[O:20])[nH:3][c:4]2[cH:5][cH:6][cH:7][cH:8][c:9]2[c:10]([S:12][c:13]2[cH:14][cH:15][c:16]([F:19])[cH:17][cH:18]2)[cH:11]1. Reactants: C(#N)/C(/C(=O)OCC)=C\OCC (ethyl (2E)-2-cyano-3-ethoxy-2-propenoate), Cl.FC(OC1=CC=C(C=C1)NN)(F)F (4-(trifluoromethoxy)phenylhydrazine hydrochloride), CC(=O)[O-].[Na+] (NaOAc). The solvent is CC(=O)O (AcOH), O (water). Reaction conditions: temperature 100 celsius. Yields the product NC1=C(C=NN1C1=CC=C(C=C1)OC(F)(F)F)C(=O)OCC (ethyl 5-amino-1-[4-(trifluoromethoxy)phenyl]-1H-pyrazole-4-carboxylate). Isolated yield 94.1%. As a reaction SMILES: [C:1](/[C:3](=[CH:9]\OCC)/[C:4]([O:6][CH2:7][CH3:8])=[O:5])#[N:2].Cl.[F:14][C:15]([F:26])([F:25])[O:16][C:17]1[CH:22]=[CH:21][C:20]([NH:23][NH2:24])=[CH:19][CH:18]=1.CC([O-])=O.[Na+]>CC(O)=O.O>[NH2:2][C:1]1[N:23]([C:20]2[CH:19]=[CH:18][C:17]([O:16][C:15]([F:25])([F:26])[F:14])=[CH:22][CH:21]=2)[N:24]=[CH:9][C:3]=1[C:4]([O:6][CH2:7][CH3:8])=[O:5] |f:1.2,3.4|. Reported procedure: A mixture of ethyl (2E)-2-cyano-3-ethoxy-2-propenoate (113) (1.87 g, 11.1 mmol), 4-(trifluoromethoxy)phenylhydrazine hydrochloride (114) (2.286 g, 10.00 mmol) and NaOAc (0.90 g, 11.0 mmol) in AcOH (7.5 mL) and water (2.5 mL) was heated to 100° C. under N2 for 15 h. The mixture was poured onto ice, and the resulting precipitate was filtered and recrystallised (MeOH/water) to give ethyl 5-amino-1-[4-(trifluoromethoxy)phenyl]-1H-pyrazole-4-carboxylate (115) (2.965 g, 94%) as white flakes: mp 102-10... The reactants are O=C(O)c1cccc(NS(=O)(=O)c2ccc(Br)cc2)c1, O=C(Cl)C(=O)Cl, ClCCl, CN(C)C=O. The product is O=C(Cl)c1cccc(NS(=O)(=O)c2ccc(Br)cc2)c1. RXN SMILES: [Br:1][c:2]1[cH:3][cH:4][c:5]([S:8](=[O:9])(=[O:10])[NH:11][c:12]2[cH:13][c:14]([C:15](=[O:16])[OH:17])[cH:18][cH:19][cH:20]2)[cH:6][cH:7]1.[Cl:21][C:22]([C:23]([Cl:24])=[O:25])=[O:26].[Cl:32][CH2:33][Cl:34].[O:27]=[CH:28][N:29]([CH3:30])[CH3:31]>>[Br:1][c:2]1[cH:3][cH:4][c:5]([S:8](=[O:9])(=[O:10])[NH:11][c:12]2[cH:13][c:14]([C:15](=[O:16])[Cl:21])[cH:18][cH:19][cH:20]2)[cH:6][cH:7]1. Starting materials: CC(=O)OC1c2ccccc2Oc2ccccc21, CN(C)C1CCCNC1, c1ccccc1. The product is CN(C)C1CCCN(C2c3ccccc3Oc3ccccc32)C1. Reaction SMILES: [C:1]([O:2][CH:5]1[c:6]2[cH:7][cH:8][cH:9][cH:10][c:11]2[O:12][c:13]2[cH:14][cH:15][cH:16][cH:17][c:18]21)(=[O:3])[CH3:4].[CH3:19][N:20]([CH:21]1[CH2:22][NH:23][CH2:24][CH2:25][CH2:26]1)[CH3:27].[cH:28]1[cH:29][cH:30][cH:31][cH:32][cH:33]1>>[CH:5]1([N:23]2[CH2:22][CH:21]([N:20]([CH3:19])[CH3:27])[CH2:26][CH2:25][CH2:24]2)[c:6]2[cH:7][cH:8][cH:9][cH:10][c:11]2[O:12][c:13]2[cH:14][cH:15][cH:16][cH:17][c:18]21.